From a dataset of the Open Reaction Database (ORD), a public repository of structured organic reaction records. describe an organic reaction: reactants, conditions, products, and yield Reactants: CCOC(=O)C1CN(C(=O)c2ccccc2)CCN1C(=O)C(=O)c1c[nH]c2cccc(F)c12, O=C([O-])[O-], CO, [K+], [K+], O. Yields the product O=C(C(=O)N1CCN(C(=O)c2ccccc2)CC1C(=O)O)c1c[nH]c2cccc(F)c12. RXN SMILES: [C:1]([c:2]1[cH:3][cH:4][cH:5][cH:6][cH:7]1)(=[O:8])[N:9]1[CH2:10][CH:11]([C:29](=[O:30])[O:31][CH2:32][CH3:33])[N:12]([C:15]([C:16](=[O:17])[c:18]2[cH:19][nH:20][c:21]3[cH:22][cH:23][cH:24][c:25]([F:27])[c:26]23)=[O:28])[CH2:13][CH2:14]1.[C:34](=[O:35])([O-:36])[O-:37].[CH3:40][OH:41].[K+:38].[K+:39].[OH2:42]>>[C:1]([c:2]1[cH:3][cH:4][cH:5][cH:6][cH:7]1)(=[O:8])[N:9]1[CH2:10][CH:11]([C:29](=[O:30])[OH:31])[N:12]([C:15]([C:16](=[O:17])[c:18]2[cH:19][nH:20][c:21]3[cH:22][cH:23][cH:24][c:25]([F:27])[c:26]23)=[O:28])[CH2:13][CH2:14]1. The reactants are [N+](=O)([O-])C=1C=C2C=NNC2=CC1 (5-Nitroindazole), O (water), [H-].[Na+] (sodium hydride), FC1=C(C=CC(=C1)F)C1(OC1)CN1N=CN=C1 (1-((2-(2,4-difluorophenyl)oxiran-2-yl)methyl)-1H-1,2,4-triazole). Run in CN(C=O)C (N,N-dimethylformamide), C(C)(=O)OCC (ethyl acetate). Conditions: time 30 minute. Yields the product FC1=C(C=CC(=C1)F)C(CN1NCC2=CC(=CC=C12)[N+](=O)[O-])(CN1N=CN=C1)O (2-(2,4-Difluorophenyl)-1-(5-nitro-2H-indazol-1-yl)-3-(1H-1,2,4-triazol-1-yl)propan-2-ol). Isolated yield 47.0%. As a reaction SMILES: [N+:1]([C:4]1[CH:5]=[C:6]2[C:10](=[CH:11][CH:12]=1)[NH:9][N:8]=[CH:7]2)([O-:3])=[O:2].[H-].[Na+].[F:15][C:16]1[CH:21]=[C:20]([F:22])[CH:19]=[CH:18][C:17]=1[C:23]1([CH2:26][N:27]2[CH:31]=[N:30][CH:29]=[N:28]2)[CH2:25][O:24]1.O>CN(C)C=O.C(OCC)(=O)C>[F:15][C:16]1[CH:21]=[C:20]([F:22])[CH:19]=[CH:18][C:17]=1[C:23]([OH:24])([CH2:26][N:27]1[CH:31]=[N:30][CH:29]=[N:28]1)[CH2:25][N:9]1[C:10]2[C:6](=[CH:5][C:4]([N+:1]([O-:3])=[O:2])=[CH:12][CH:11]=2)[CH2:7][NH:8]1 |f:1.2|. Procedure: 5-Nitroindazole (3.44 g, 21.08 mmol) was suspended in N,N-dimethylformamide (100 ml) and sodium hydride (0.93 g, 23.19 mmol) was slowly added to the suspension at 0° C., followed by stirring for 30 min and then for an additional 30 min at room temperature. The addition of 1-((2-(2,4-difluorophenyl)oxiran-2-yl)methyl)-1H-1,2,4-triazole (5 g, 21.08 mmol) was performed before stirring at 60° C. for 2 hours. The addition of water (1 ml) at 0° C. led to termination of the reaction. After being dilute... The reactants are ClC1=CC=2SCC(N(C2N=C1CNC1CCN(CC1)CCN1C(C=NC2=CC=C(C=C12)OC)=O)C)=O (1-(2-(4-((7-chloro-4-methyl-3-oxo-3,4-dihydro-2H-pyrido[3,2-b][1,4]thiazin-6-yl)methylamino)piperidin-1-yl)ethyl)-7-methoxyquinoxalin-2(1H)-one), Cl.C(C)(=O)OCC (hydrogen chloride ethyl acetate). Run in C(C)(=O)OCC (ethyl acetate). The product is Cl.ClC1=CC=2SCC(N(C2N=C1CNC1CCN(CC1)CCN1C(C=NC2=CC=C(C=C12)OC)=O)C)=O (1-(2-(4-((7-chloro-4-methyl-3-oxo-3,4-dihydro-2H-pyrido[3,2-b][1,4]thiazin-6-yl)methylamino)piperidin-1-yl)ethyl)-7-methoxyquinoxalin-2(1H)-one hydrochloride). Isolated yield 188.3%. Reaction SMILES: [Cl:1][C:2]1[C:11]([CH2:12][NH:13][CH:14]2[CH2:19][CH2:18][N:17]([CH2:20][CH2:21][N:22]3[C:31]4[C:26](=[CH:27][CH:28]=[C:29]([O:32][CH3:33])[CH:30]=4)[N:25]=[CH:24][C:23]3=[O:34])[CH2:16][CH2:15]2)=[N:10][C:9]2[N:8]([CH3:35])[C:7](=[O:36])[CH2:6][S:5][C:4]=2[CH:3]=1.Cl.C(OCC)(=O)C>C(OCC)(=O)C>[ClH:1].[Cl:1][C:2]1[C:11]([CH2:12][NH:13][CH:14]2[CH2:19][CH2:18][N:17]([CH2:20][CH2:21][N:22]3[C:31]4[C:26](=[CH:27][CH:28]=[C:29]([O:32][CH3:33])[CH:30]=4)[N:25]=[CH:24][C:23]3=[O:34])[CH2:16][CH2:15]2)=[N:10][C:9]2[N:8]([CH3:35])[C:7](=[O:36])[CH2:6][S:5][C:4]=2[CH:3]=1 |f:1.2,4.5|. Reported procedure: To 5 mL of an ethyl acetate solution containing 0.16 g of 1-(2-(4-((7-chloro-4-methyl-3-oxo-3,4-dihydro-2H-pyrido[3,2-b][1,4]thiazin-6-yl)methylamino)piperidin-1-yl)ethyl)-7-methoxyquinoxalin-2(1H)-one, 2 mL of 4 mol/L hydrogen chloride/ethyl acetate was added, and stirred at room temperature. The resulting solid was filtered to give 161 mg of 1-(2-(4-((7-chloro-4-methyl-3-oxo-3,4-dihydro-2H-pyrido[3,2-b][1,4]thiazin-6-yl)methylamino)piperidin-1-yl)ethyl)-7-methoxyquinoxalin-2(1H)-one hydrochlor... The reactants are CCOC(C)=O, O=[N+]([O-])c1ccc(OCCN2CCCC2)cc1. The product is Nc1ccc(OCCN2CCCC2)cc1. As a reaction SMILES: [CH3:18][CH2:19][O:20][C:21](=[O:22])[CH3:23].[N+:1]([O-:2])(=[O:3])[c:4]1[cH:5][cH:6][c:7]([O:8][CH2:9][CH2:10][N:11]2[CH2:12][CH2:13][CH2:14][CH2:15]2)[cH:16][cH:17]1>>[NH2:1][c:4]1[cH:5][cH:6][c:7]([O:8][CH2:9][CH2:10][N:11]2[CH2:12][CH2:13][CH2:14][CH2:15]2)[cH:16][cH:17]1. Reactants: ClCCl, COc1ccc(Cl)cc1CO, O=S(Cl)Cl. The product is COc1ccc(Cl)cc1CCl. As a reaction SMILES: [CH2:16]([Cl:17])[Cl:18].[Cl:1][c:2]1[cH:3][cH:4][c:5]([O:10][CH3:11])[c:6]([CH2:8][OH:9])[cH:7]1.[S:12]([Cl:13])([Cl:14])=[O:15]>>[Cl:1][c:2]1[cH:3][cH:4][c:5]([O:10][CH3:11])[c:6]([CH2:8][Cl:14])[cH:7]1. The reactants are C1(=CC=C(C=C1)[C@](C(=O)OC)(C)O)C1=CC=CC=C1 (methyl (S)-(+)-2-[(1,1'-biphenyl)-4-yl]-2-hydroxypropionate), C(C1=CC=CC=C1)OCC(=O)Cl (benzyloxyacetyl chloride). Solvent: N1=CC=CC=C1 (pyridine). Conditions: time 48 hour. Yields the product C1(=CC=C(C=C1)[C@](C(=O)OC)(C)OC(COCC1=CC=CC=C1)=O)C1=CC=CC=C1 (methyl (S)-(+)-2-[(1,1'-biphenyl)-4-yl]-2-(2-phenylmethoxyacetoyl)oxypropionate). Isolated yield 74.2%. As a reaction SMILES: [C:1]1([C:14]2[CH:19]=[CH:18][CH:17]=[CH:16][CH:15]=2)[CH:6]=[CH:5][C:4]([C@@:7]([OH:13])([CH3:12])[C:8]([O:10][CH3:11])=[O:9])=[CH:3][CH:2]=1.[CH2:20]([O:27][CH2:28][C:29](Cl)=[O:30])[C:21]1[CH:26]=[CH:25][CH:24]=[CH:23][CH:22]=1>N1C=CC=CC=1>[C:1]1([C:14]2[CH:15]=[CH:16][CH:17]=[CH:18][CH:19]=2)[CH:6]=[CH:5][C:4]([C@@:7]([O:13][C:29](=[O:30])[CH2:28][O:27][CH2:20][C:21]2[CH:26]=[CH:25][CH:24]=[CH:23][CH:22]=2)([CH3:12])[C:8]([O:10][CH3:11])=[O:9])=[CH:3][CH:2]=1. Procedure: In a dry flask under argon, were mixed 1.3 g (5 mmol) of methyl (S)-(+)-2-[(1,1'-biphenyl)-4-yl]-2-hydroxypropionate, 1.7 mL (10 mmol) of 95% benzyloxyacetyl chloride and 6.1 mL of pyridine. The reaction stirred for 48 hours and was quenched by pouring into 100 mL of 10% aqueous HCl and 200 mL of ether. The ether fraction was separated and washed with 50 mL of 10% aqueous HCl, 50 mL of H2O, 2×50 mL of NaHCO3 solution, 50 mL of H2O, 50 mL of brine, dried (MgSO4) and concentrated. The product was ... Reactants: 1-benzotriazol-1-yl-N,N,N',N'-tetramethyluronium hexafluorophosphate, CN1CCOCC1 (N-methylmorpholine), N([C@@H](CC(OC(C)(C)C)=O)C(=O)O)C(=O)OCC1=CC=CC=C1.O (Z-Asp(OBut)-OH.H2O), N[C@@H](C(C)C)C(=O)OCC1=CC=CC=C1 (Val-OBzl), S(=O)(=O)(C1=CC=C(C)C=C1)O (TosOH). Solvent: CN(C)C=O (DMF). Conditions: time 2 hour. The product is N([C@@H](CC(OC(C)(C)C)=O)C(=O)N[C@@H](C(C)C)C(=O)OCC1=CC=CC=C1)C(=O)OCC1=CC=CC=C1 (Z-Asp(OBut)-Val-OBzl). The yield is 85.4%. As a reaction SMILES: CN1CCOCC1.[NH:8]([C:21]([O:23][CH2:24][C:25]1[CH:30]=[CH:29][CH:28]=[CH:27][CH:26]=1)=[O:22])[C@H:9]([C:18]([OH:20])=O)[CH2:10][C:11](=[O:17])[O:12][C:13]([CH3:16])([CH3:15])[CH3:14].O.[NH2:32][C@H:33]([C:37]([O:39][CH2:40][C:41]1[CH:46]=[CH:45][CH:44]=[CH:43][CH:42]=1)=[O:38])[CH:34]([CH3:36])[CH3:35].S(O)(C1C=CC(C)=CC=1)(=O)=O>CN(C=O)C>[NH:8]([C:21]([O:23][CH2:24][C:25]1[CH:30]=[CH:29][CH:28]=[CH:27][CH:26]=1)=[O:22])[C@H:9]([C:18]([NH:32][C@H:33]([C:37]([O:39][CH2:40][C:41]1[CH:46]=[CH:45][CH:44]=[CH:43][CH:42]=1)=[O:38])[CH:34]([CH3:36])[CH3:35])=[O:20])[CH2:10][C:11](=[O:17])[O:12][C:13]([CH3:14])([CH3:15])[CH3:16] |f:1.2|. Reported procedure: 15.83 g of 1-benzotriazol-1-yl-N,N,N',N'-tetramethyluronium hexafluorophosphate and 9 ml of N-methylmorpholine were added to a solution of 13.65 g of Z-Asp(OBut)-OH.H2O and 15.9 g of Val-OBzl.TosOH in 250 ml of DMF. After stirring for 2 hours the reaction mixture was evaporated in a vacuum and the residue was partitioned between ethyl acetate and water. The organic phase was washed with 5% KHSO4 10% K2SO4 solution, water, saturated NaHCO3 solution, water and saturated NaCl solution, dried over N... Reactants: COC(=O)Cl (methylchloroformate), CC1(CCC(CC1)C)C(=O)O (methyl 4-methylcyclohexane carboxylic acid), C(C)(C)NC(C)C.[Li] (lithium diisopropylamine). Run in C1CCOC1 (THF), C1CCOC1 (THF), C1CCOC1 (THF). Run at time 1 hour. Yields the product CC1CCC(CC1)(C(=O)OC)C(=O)OC (Dimethyl 4-Methyl-Cyclohexane-1,1-Dicarboxylate). The yield is 53.7%. RXN SMILES: C[C:2]1([C:9]([OH:11])=[O:10])[CH2:7][CH2:6][CH:5]([CH3:8])[CH2:4][CH2:3]1.[CH:12](NC(C)C)(C)C.[Li].[CH3:20][O:21][C:22](Cl)=[O:23]>C1COCC1>[CH3:8][CH:5]1[CH2:6][CH2:7][C:2]([C:9]([O:11][CH3:12])=[O:10])([C:22]([O:21][CH3:20])=[O:23])[CH2:3][CH2:4]1 |f:1.2,^1:18|. Procedure: A solution of methyl 4-methylcyclohexane carboxylic acid (6.5 g, 41.6 mmol) in THF (15 mL) was added dropwise to a solution of lithium diisopropylamine (6.75 g, 62.4 mmol) in THF (60 mL) at −78° C. After stirring for 1 h at the same temperature, a solution of methylchloroformate (5.9 g, 62.4 mmol) in THF (15 mL) was added slowly and the mixture was allowed to warm to room temperature. After 18 h the reaction mixture was quenched with saturated aqueous NH4Cl solution (100 mL). THF was removed in ... The reactants are S1N=C(C2=C1C=CC=C2)N2CCN(CC2)CCC2=CC(=C(C=C2)N)C (4-[2-(4-benzo[d]isothiazol-3-yl-piperazin-1-yl)-ethyl]-2-methyl-phenylamine), CC=CC(=O)Cl (3-methyl-acryloyl chloride). The product is S1N=C(C2=C1C=CC=C2)N2CCN(CC2)CCC2=CC(=C(C=C2)NC(C=CC)=O)C (but-2-enoic acid{4-[2-(4-benzo[d]isothiazol-3-yl-piperazin-1-yl)-ethyl]-2-methyl-phenyl]amide). The yield is 77.3%. Reaction SMILES: [S:1]1[C:5]2[CH:6]=[CH:7][CH:8]=[CH:9][C:4]=2[C:3]([N:10]2[CH2:15][CH2:14][N:13]([CH2:16][CH2:17][C:18]3[CH:23]=[CH:22][C:21]([NH2:24])=[C:20]([CH3:25])[CH:19]=3)[CH2:12][CH2:11]2)=[N:2]1.[CH3:26][CH:27]=[CH:28][C:29](Cl)=[O:30]>>[S:1]1[C:5]2[CH:6]=[CH:7][CH:8]=[CH:9][C:4]=2[C:3]([N:10]2[CH2:11][CH2:12][N:13]([CH2:16][CH2:17][C:18]3[CH:23]=[CH:22][C:21]([NH:24][C:29](=[O:30])[CH:28]=[CH:27][CH3:26])=[C:20]([CH3:25])[CH:19]=3)[CH2:14][CH2:15]2)=[N:2]1. Procedure: Starting with 4-[2-(4-benzo[d]isothiazol-3-yl-piperazin-1-yl)-ethyl]-2-methyl-phenylamine hydrochlQride (0.60 g, 1.702 mmol) and 3-methyl-acryloyl chloride (0.163 mL, 1.702 mmol) and following the procedure outlined in Example 512, but-2-enoic acid{4-[2-(4-benzo[d]isothiazol-3-yl-piperazin-1-yl)-ethyl]-2-methyl-phenyl]amide (0.553 g, 1.315 mmol) was obtained. Yield=77%. 100% purity at 254 nM; LCMS (APCI): 421.3 [M+H]+; 1H NMR (400 MHz, DMSO-d6) δ 9.17 (s, 1H), 8.01 (d, J=8.53 Hz, 1H), 7.51 (t, J... Reactants: CN1C=2N(C=3C(C1=O)=C(NN3)NC3=CC=CC=C3)[C@@H]3[C@H](N2)CCC3 ((6aR,9aS)-5,6a,7,8,9,9a-hexahydro-5-methyl-3-(phenylamino)-cyclopent[4,5]imidazo[1,2-a]pyrazolo[4,3-e]pyrimidin-4(2H)-one), ICC1CCOCC1 (4-(iodomethyl)-tetrahydro-2H-pyran), C(=O)([O-])[O-].[Cs+].[Cs+] (Cs2CO3). The solvent is CN(C)C=O (DMF). Run at temperature 140 celsius. Product: CN1C=2N(C=3C(C1=O)=C(N(N3)CC3CCOCC3)NC3=CC=CC=C3)[C@@H]3[C@H](N2)CCC3 ((6aR,9aS)-5,6a,7,8,9,9a-hexahydro-5-methyl-3-(phenylamino)-2-((tetrahydro-2H-pyran-4-yl)methyl)-cyclopent[4,5]imidazo[1,2-a]pyrazolo[4,3-e]pyrimidin-4(2H)-one). Reaction SMILES: [CH3:1][N:2]1[C:7](=[O:8])[C:6]2=[C:9]([NH:12][C:13]3[CH:18]=[CH:17][CH:16]=[CH:15][CH:14]=3)[NH:10][N:11]=[C:5]2[N:4]2[C@H:19]3[CH2:24][CH2:23][CH2:22][C@H:20]3[N:21]=[C:3]12.I[CH2:26][CH:27]1[CH2:32][CH2:31][O:30][CH2:29][CH2:28]1.C([O-])([O-])=O.[Cs+].[Cs+]>CN(C=O)C>[CH3:1][N:2]1[C:7](=[O:8])[C:6]2=[C:9]([NH:12][C:13]3[CH:18]=[CH:17][CH:16]=[CH:15][CH:14]=3)[N:10]([CH2:26][CH:27]3[CH2:32][CH2:31][O:30][CH2:29][CH2:28]3)[N:11]=[C:5]2[N:4]2[C@H:19]3[CH2:24][CH2:23][CH2:22][C@H:20]3[N:21]=[C:3]12 |f:2.3.4|. Procedure details: A mixture of (6aR,9aS)-5,6a,7,8,9,9a-hexahydro-5-methyl-3-(phenylamino)-cyclopent[4,5]imidazo[1,2-a]pyrazolo[4,3-e]pyrimidin-4(2H)-one (50 mg, 0.155 mmol), 4-(iodomethyl)-tetrahydro-2H-pyran (70 mg, 0.310 mmol), and Cs2CO3 (101 mg, 0.310 mmol) in DMF (1 mL) is heated in microwave at 140° C. for 30 min. After cooling, the mixture is filtered through a 0.45 μm microfilter, and the filtrate is purified by a semi-preparative HPLC to give pure product as white powder. MS (ESI) m/z 421.2 [M+H]+.